describe an organic reaction: reactants, conditions, products, and yield From a dataset of the Open Reaction Database (ORD), a public repository of structured organic reaction records. Starting materials: CuCl2, BrC=1C=C(C(=C(C1)N)Cl)C (5-Bromo-2-chloro-3-methyl-phenylamine), Cl (HCl), tert-butylnitrile, ClC(=C)Cl (1,1-dichloroethylene). Solvent: C(C)#N (acetonitrile), C(C)#N (acetonitrile). Run at time 3 hour. Yields the product BrC=1C=C(C(=C(C1)C)Cl)CC(Cl)(Cl)Cl (5-bromo-2-chloro-1-methyl-3-(2,2,2-trichloro-ethyl)-benzene). Reaction SMILES: [Cl:1][C:2]([Cl:4])=[CH2:3].[Br:5][C:6]1[CH:7]=[C:8]([CH3:14])[C:9]([Cl:13])=[C:10](N)[CH:11]=1.[ClH:15]>C(#N)C>[Br:5][C:6]1[CH:11]=[C:10]([CH2:3][C:2]([Cl:15])([Cl:4])[Cl:1])[C:9]([Cl:13])=[C:8]([CH3:14])[CH:7]=1. Procedure: CuCl2 (8.0 g, 0.06 mol) and tert-butylnitrile (8.9 mL, 0.074 mol) are suspended in acetonitrile (60 mL). 1,1-dichloroethylene is added dropwise at 20° C. 5-Bromo-2-chloro-3-methyl-phenylamine (11.0 g, 0.05 mol), dissolved in acetonitrile (60 mL), is added and the reaction is stirred at RT for 3 h. The mixture is poured into aqueous 20% HCl (150 mL) and the aqueous phase is extracted with CH2Cl2 (2×150 mL). The organic phase is dried over Na2SO4 and the solvent is evaporated. The residue is purif... Starting materials: O(C1=CC=CC=C1)CC=1C=CC(=NC1)CO ((5-phenoxymethyl-pyridin-2-yl)-methanol), Example 187, C1(C=2C(C(N1)=O)=CC=CC2)=O (phthalimide), C1(=CC=CC=C1)P(C1=CC=CC=C1)C1=CC=CC=C1 (triphenylphosphine), N(=NC(=O)OCC)C(=O)OCC (diethyl azodicarboxylate). Solvent: O1CCCC1 (tetrahydrofuran). Reaction conditions: time 30 minute. The product is O(C1=CC=CC=C1)CC=1C=CC(=NC1)CN1C(C2=CC=CC=C2C1=O)=O (2-(5-Phenoxymethyl-pyridin-2-ylmethyl)-isoindol-1,3-dione). Reaction SMILES: [O:1]([CH2:8][C:9]1[CH:10]=[CH:11][C:12]([CH2:15]O)=[N:13][CH:14]=1)[C:2]1[CH:7]=[CH:6][CH:5]=[CH:4][CH:3]=1.[C:17]1(=[O:27])[NH:21][C:20](=[O:22])[C:19]2=[CH:23][CH:24]=[CH:25][CH:26]=[C:18]12.C1(P(C2C=CC=CC=2)C2C=CC=CC=2)C=CC=CC=1.N(C(OCC)=O)=NC(OCC)=O>O1CCCC1>[O:1]([CH2:8][C:9]1[CH:10]=[CH:11][C:12]([CH2:15][N:21]2[C:17](=[O:27])[C:18]3[C:19](=[CH:23][CH:24]=[CH:25][CH:26]=3)[C:20]2=[O:22])=[N:13][CH:14]=1)[C:2]1[CH:3]=[CH:4][CH:5]=[CH:6][CH:7]=1. Procedure details: To a solution of (5-phenoxymethyl-pyridin-2-yl)-methanol described in Preparation Example 187 (167 mg, 0.776 mmol) in tetrahydrofuran (4 mL) were added phthalimide (126 mg, 0.856 mmol), triphenylphosphine (244 mg, 0.930 mmol) and diethyl azodicarboxylate (424 μL, 0.931 mmol, 40% toluene solution) at 0° C., and the solution was stirred at room temperature for 30 minutes. The reaction solution was partitioned with water and ethyl acetate. The organic layer was separated, washed with brine, and the...